Dataset: the Open Reaction Database (ORD), a public repository of structured organic reaction records. Task: describe an organic reaction: reactants, conditions, products, and yield Starting materials: C(C)C1=NC=2C(NC3=C(NC2S1)C=CC=C3)=S (2-ethyl-4,9-dihydro-3-thia-1,4,9-triaza-benzo{f}azulene-10-thione), solution, FC(S(=O)(=O)OC)(F)F (methyl trifluoromethanesulfonate), N1=CC=CC=C1 (pyridine), COC=1C=C(C=CC1)[C@@H]1NCCNC1 ((S)-2-(3-methoxy-phenyl)-piperazine), FC(S(=O)(=O)OC)(F)F (methyl trifluoromethanesulfonate), starting material, solution. As a reaction SMILES: [CH2:1]([C:3]1[S:12][C:11]2[NH:10][C:9]3[CH:13]=[CH:14][CH:15]=[CH:16][C:8]=3[NH:7][C:6](=S)[C:5]=2[N:4]=1)[CH3:2].FC(F)(F)S(OC)(=O)=O.[CH3:27][O:28][C:29]1[CH:30]=[C:31]([C@H:35]2[CH2:40][NH:39][CH2:38][CH2:37][NH:36]2)[CH:32]=[CH:33][CH:34]=1.N1C=CC=[CH:43][CH:42]=1>C(Cl)Cl>[CH2:1]([C:3]1[S:12][C:11]2[NH:10][C:9]3[CH:13]=[CH:14][CH:15]=[CH:16][C:8]=3[N:7]=[C:6]([N:39]3[CH2:38][CH2:37][NH:36][C@@H:35]([CH2:31][CH2:32][C:33]4[CH:43]=[CH:42][CH:30]=[C:29]([O:28][CH3:27])[CH:34]=4)[CH2:40]3)[C:5]=2[N:4]=1)[CH3:2]. Product: C(C)C1=NC=2C(=NC3=C(NC2S1)C=CC=C3)N3C[C@@H](NCC3)CCC3=CC(=CC=C3)OC ((S)-2-Ethyl-10-{3-[2-(3-methoxy-phenyl)-ethyl]-piperazin-1-yl}-4H-3-thia-1,4,9-triaza-benzo[f]azulene). Reaction conditions: temperature 35 celsius. Procedure details: By using a method similar to the Example 501, using a suspension of 2-ethyl-4,9-dihydro-3-thia-1,4,9-triaza-benzo{f}azulene-10-thione (3.4 g, 13.0 mmol) in 35 mL CH2Cl2, add methyl trifluoromethanesulfonate (4.2 g, 26.0 mmol) overnight, LC-MS showed still had 50% of starting material, added another 0.1 mL of methyl trifluoromethanesulfonate, and heated to 35° C. for 1 h. Concentrate the reaction mixture under reduced pressure, give a red-brown solid. Dissolve the solid in 32.5 mL of pyridine to ... Run in C(Cl)Cl (CH2Cl2).